From a dataset of the Open Reaction Database (ORD), a public repository of structured organic reaction records. describe an organic reaction: reactants, conditions, products, and yield The solvent is O (water), CN(C=O)C (dimethylformamide), C(C)OCC (Diethyl ether). The product is C(CCCCCCCCCCC)OC1=C(C(=O)O)C=CC=C1 (dodecyloxybenzoic acid). RXN SMILES: [CH2:1](Br)[CH2:2][CH2:3][CH2:4][CH2:5][CH2:6][CH2:7][CH2:8][CH2:9][CH2:10][CH2:11][CH3:12].O[C:15]1[CH:23]=[CH:22][C:18]([C:19]([OH:21])=[O:20])=[CH:17][CH:16]=1.C(=O)([O-])[O-:25].[K+].[K+].Cl>CN(C)C=O.O.C(OCC)C>[CH2:1]([O:25][C:22]1[CH:23]=[CH:15][CH:16]=[CH:17][C:18]=1[C:19]([OH:21])=[O:20])[CH2:2][CH2:3][CH2:4][CH2:5][CH2:6][CH2:7][CH2:8][CH2:9][CH2:10][CH2:11][CH3:12] |f:2.3.4|. Procedure details: A solution of dodecylbromide (8.2 g, 4-hydroxybenzoic acid (5 g) and potassium carbonate (5 g) in dimethylformamide (100 ml) was stirred at 130° C. for two hours. The solution was poured in water and neutralized with dilute aqueous hydrochloric acid solution. Diethyl ether was added in order to effect extraction and the extracted layer was distilled to remove the solvent. The residue was added to a solution of sodium hydroxide (3 g). water (10 ml) and ethanol(50 ml) and the solution was refluxed... Reactants: Cl (hydrochloric acid), C(CCCCCCCCCCC)Br (dodecylbromide), OC1=CC=C(C(=O)O)C=C1 (4-hydroxybenzoic acid), C([O-])([O-])=O.[K+].[K+] (potassium carbonate). Starting materials: N1(C=NC=C1)C=1C=C2C=NC(=NC2=CC1)C1=CC=CC=C1 (6-(1H-Imidazol-1-yl)-2-phenylquinazoline), P(O)(O)(O)=O (phosphoric acid). The solvent is CCO (EtOH). Conditions: time 30 minute. Yields the product P(=O)(O)(O)O.N1(C=NC=C1)C=1C=C2C=NC(=NC2=CC1)C1=CC=CC=C1 (6-(1H-imidazol-1-yl)-2-phenylquinazoline phosphate). RXN SMILES: [N:1]1([C:6]2[CH:7]=[C:8]3[C:13](=[CH:14][CH:15]=2)[N:12]=[C:11]([C:16]2[CH:21]=[CH:20][CH:19]=[CH:18][CH:17]=2)[N:10]=[CH:9]3)[CH:5]=[CH:4][N:3]=[CH:2]1.[P:22](=[O:26])([OH:25])([OH:24])[OH:23]>CCO>[P:22]([OH:26])([OH:25])([OH:24])=[O:23].[N:1]1([C:6]2[CH:7]=[C:8]3[C:13](=[CH:14][CH:15]=2)[N:12]=[C:11]([C:16]2[CH:21]=[CH:20][CH:19]=[CH:18][CH:17]=2)[N:10]=[CH:9]3)[CH:5]=[CH:4][N:3]=[CH:2]1 |f:3.4|. Procedure details: 6-(1H-Imidazol-1-yl)-2-phenylquinazoline, 275 mg (1 mmol), is dissolved in EtOH (15 mL) at reflux, 100 mg (1 mmol) of phosphoric acid are added, the mixture is stirred for 30 min., and is then allowed to cool to room temperature and left to stand for 3 days while allowing the solution to evaporate slowly, and the resulting material is filtered and dried at 30° C., 20 mmHg, for 8 hours. 270 mg of product are obtained, XRPD: Form A. TGA: no weight loss up to 250° C. Calculated for C17H12N4.H3PO4: ... The reactants are O=C1C(=CN=C2N1C1=CC=CC=C1NC2=O)C(=O)O (1,5-dioxo-1,6-dihydropyrimido[1,2-a]-quinoxalin-2-carboxylic acid), C(=O)(N1C=NC=C1)N1C=NC=C1 (carbonyldiimidazole), solution, O.NN (hydrazine hydrate). Run in CN(C=O)C (dimethylformamide), CN(C=O)C (dimethylformamide). The product is O=C1C(=CN=C2N1C1=CC=CC=C1NC2=O)C(=O)NN (1,5-dioxo-1,6-dihydropyrimido[1,2-a]quinoxaline-2-carbohydrazide). Isolated yield 95.0%. RXN SMILES: [O:1]=[C:2]1[N:7]2[C:8]3[C:13]([NH:14][C:15](=[O:16])[C:6]2=[N:5][CH:4]=[C:3]1[C:17]([OH:19])=O)=[CH:12][CH:11]=[CH:10][CH:9]=3.C(N1C=CN=C1)(N1C=CN=C1)=O.O.[NH2:33][NH2:34]>CN(C)C=O>[O:1]=[C:2]1[N:7]2[C:8]3[C:13]([NH:14][C:15](=[O:16])[C:6]2=[N:5][CH:4]=[C:3]1[C:17]([NH:33][NH2:34])=[O:19])=[CH:12][CH:11]=[CH:10][CH:9]=3 |f:2.3|. Reported procedure: A mixture of 500 mg of 1,5-dioxo-1,6-dihydropyrimido[1,2-a]-quinoxalin-2-carboxylic acid and 400 mg of carbonyldiimidazole in 20 ml of dimethylformamide was warmed over a steam bath for 15 minutes and then was cooled in an ice-bath and treated with 1.0 ml of a solution in dimethylformamide containing 1.1 g/10 ml of hydrazine hydrate overnight. The resultant mixture was filtered to obtain 500 mg (95% yield) of 1,5-dioxo-1,6-dihydropyrimido[1,2-a]quinoxaline-2-carbohydrazide melting at >300° C. Starting materials: CC(C)C1NC(=O)C(CSC(c2ccccc2)(c2ccccc2)c2ccccc2)NC(=O)C(Cc2ccccc2)CC(=O)NC(C=CCCSC(c2ccccc2)(c2ccccc2)c2ccccc2)OOC(=O)CC1O, CO, ClCCl, I, [Na+], [Na+], O=S([O-])([O-])=S. Product: CC(C)C1NC(=O)C2CSSCCC=CC(NC(=O)CC(Cc3ccccc3)C(=O)N2)OOC(=O)CC1O. RXN SMILES: [CH2:2]([c:3]1[cH:4][cH:5][cH:6][cH:7][cH:8]1)[CH:9]1[CH2:10][C:11](=[O:77])[NH:12][CH:13]([CH:53]=[CH:54][CH2:55][CH2:56][S:57][C:58]([c:59]2[cH:60][cH:61][cH:62][cH:63][cH:64]2)([c:65]2[cH:66][cH:67][cH:68][cH:69][cH:70]2)[c:71]2[cH:72][cH:73][cH:74][cH:75][cH:76]2)[O:14][O:15][C:16](=[O:52])[CH2:17][CH:18]([OH:51])[CH:19]([CH:48]([CH3:49])[CH3:50])[NH:20][C:21](=[O:47])[CH:22]([CH2:26][S:27][C:28]([c:29]2[cH:30][cH:31][cH:32][cH:33][cH:34]2)([c:35]2[cH:36][cH:37][cH:38][cH:39][cH:40]2)[c:41]2[cH:42][cH:43][cH:44][cH:45][cH:46]2)[NH:23][C:24]1=[O:25].[CH3:88][OH:89].[Cl:85][CH2:86][Cl:87].[I:1].[Na+:83].[Na+:84].[S:78]([O-:79])([O-:80])(=[O:81])=[S:82]>>[CH2:2]([c:3]1[cH:4][cH:5][cH:6][cH:7][cH:8]1)[CH:9]1[CH2:10][C:11](=[O:77])[NH:12][CH:13]2[O:14][O:15][C:16](=[O:52])[CH2:17][CH:18]([OH:51])[CH:19]([CH:48]([CH3:49])[CH3:50])[NH:20][C:21](=[O:47])[CH:22]([NH:23][C:24]1=[O:25])[CH2:26][S:27][S:57][CH2:56][CH2:55][CH:54]=[CH:53]2. Starting materials: [Ag+], CC1(CBr)SC2C(NC(=O)Cc3ccccc3)C(=O)N2C1C(=O)OCC(Cl)(Cl)Cl, ClCCl, CO, F[B-](F)(F)F. The product is COCC1(C)SC2C(NC(=O)Cc3ccccc3)C(=O)N2C1C(=O)OCC(Cl)(Cl)Cl. Reaction SMILES: [Ag+:40].[Br:1][CH2:2][C:3]1([CH3:29])[S:4][CH:5]2[N:6]([CH:7]1[C:8](=[O:9])[O:10][CH2:11][C:12]([Cl:13])([Cl:14])[Cl:15])[C:16](=[O:28])[CH:17]2[NH:18][C:19]([CH2:20][c:21]1[cH:22][cH:23][cH:24][cH:25][cH:26]1)=[O:27].[CH2:32]([Cl:33])[Cl:34].[CH3:30][OH:31].[F:35][B-:36]([F:37])([F:38])[F:39]>>[CH2:2]([C:3]1([CH3:29])[S:4][CH:5]2[N:6]([CH:7]1[C:8](=[O:9])[O:10][CH2:11][C:12]([Cl:13])([Cl:14])[Cl:15])[C:16](=[O:28])[CH:17]2[NH:18][C:19]([CH2:20][c:21]1[cH:22][cH:23][cH:24][cH:25][cH:26]1)=[O:27])[O:31][CH3:30]. Reactants: BrCC([C@]1([C@H](C[C@H]2[C@@H]3CCC4=CC(CC[C@]4(C)[C@H]3C(C[C@]12C)=O)=O)C)O)=O (21-bromo-17α-hydroxy-16β-methyl-4-pregnene-3,11,20-trione), C(C)(=O)[O-].[K+] (potassium acetate). Yields the product C(C)(=O)OCC([C@]1([C@H](C[C@H]2[C@@H]3CCC4=CC(CC[C@]4(C)[C@H]3C(C[C@]12C)=O)=O)C)O)=O (21-acetoxy-17α-hydroxy-16β-methyl-4-pregnene-3,11,20-trione). The yield is 92.0%. Reaction SMILES: Br[CH2:2][C:3](=[O:27])[C@:4]1([OH:26])[C@:21]2([CH3:22])[C@H:7]([C@H:8]3[C@H:18]([C:19](=[O:23])[CH2:20]2)[C@:16]2([CH3:17])[C:11](=[CH:12][C:13](=[O:24])[CH2:14][CH2:15]2)[CH2:10][CH2:9]3)[CH2:6][C@@H:5]1[CH3:25].[C:28]([O-:31])(=[O:30])[CH3:29].[K+]>>[C:28]([O:31][CH2:2][C:3](=[O:27])[C@:4]1([OH:26])[C@:21]2([CH3:22])[C@H:7]([C@H:8]3[C@H:18]([C:19](=[O:23])[CH2:20]2)[C@:16]2([CH3:17])[C:11](=[CH:12][C:13](=[O:24])[CH2:14][CH2:15]2)[CH2:10][CH2:9]3)[CH2:6][C@@H:5]1[CH3:25])(=[O:30])[CH3:29] |f:1.2|. Reported procedure: The suspension of 21-bromo-17α-hydroxy-16β-methyl-4-pregnene-3,11,20-trione is heated under agitation with 61.74 g of potassium acetate and for 90 minutes to 50° C. Then the methanol is extensively removed by distillation, the reaction mixture is allowed to cool down to room temperature, the reaction product is suctioned off, washed with water, and dried under vacuum at 50° C., thus obtaining 42.9 g of 21-acetoxy-17α-hydroxy-16β-methyl-4-pregnene-3,11,20-trione, mp 214°-219° C. Yield=92% of theo... Reactants: aqueous solution, C(C)#N (acetonitrile), C(=O)(C(F)(F)F)O (TFA), CCCCCC=1C=C(C2=C(C1)OC([C@H]3[C@H]2C=C(CC3)C)(C)C)O (THC), C(C)(=O)[O-].[Na+] (sodium acetate), 462. Run in O (water), C(C)O (ethanol). Product: C1=CC=C(C=C1)/C=C\2/C(=O)C3=CC=CC=C3O2 (Aurone). Reaction SMILES: CC[CH2:3][CH2:4][CH2:5][C:6]1[CH:7]=[C:8]([OH:23])[C:9]2[C@@H:15]3[CH:16]=[C:17](C)[CH2:18][CH2:19][C@H:14]3C(C)(C)O[C:10]=2[CH:11]=1.C([O-])(=[O:26])C.[Na+].C(#N)C.C(O)(C(F)(F)F)=O>C(O)C.O>[CH:18]1[CH:19]=[CH:14][C:15](/[CH:9]=[C:8]2/[C:7]([C:6]3[C:5]([O:23]/2)=[CH:4][CH:3]=[CH:10][CH:11]=3)=[O:26])=[CH:16][CH:17]=1 |f:1.2|. Procedure details: The reaction was started by adding 5 μl of THC, having an absorbance of 462 at 366 nm in ethanol, to 50 μl of 1 M sodium acetate buffer (pH 5.0) and 350 μl of crude enzyme solution diluted with water. After allowing to react for 1 hour at 30° C., and adding 100 μl of an aqueous solution of 90% (v/v) acetonitrile containing 1% (v/v) TFA to stop the reaction, activity was measured by HPLC. The crude enzyme solution in each purification step described later in Example 4 was measured. Starting materials: C(C1=CC=CC=C1)N(CCCCCCOCCCCC1=CC=CC=C1)CC(=O)C1=CC=C(C=2NC(SC21)=O)O (7-({benzyl[6-(4-phenylbutoxy)hexyl]amino}acetyl)-4-hydroxy-1,3-benzothiazol-2(3H)-one). The reagents and catalysts are [Pd] (Pd/C). Run in C(C)O (ethanol), C(C)(=O)O (acetic acid). Reaction conditions: time 20 hour. Product: OC1=CC=C(C2=C1NC(S2)=O)C(CNCCCCCCOCCCCC2=CC=CC=C2)=O (4-Hydroxy-7-({[6-(4-phenylbutoxy)hexyl]amino}acetyl)-1,3-benzothiazol-2(3H)-one). Yield: 10.8%. RXN SMILES: C([N:8]([CH2:26][C:27]([C:29]1[C:37]2[S:36][C:35](=[O:38])[NH:34][C:33]=2[C:32]([OH:39])=[CH:31][CH:30]=1)=[O:28])[CH2:9][CH2:10][CH2:11][CH2:12][CH2:13][CH2:14][O:15][CH2:16][CH2:17][CH2:18][CH2:19][C:20]1[CH:25]=[CH:24][CH:23]=[CH:22][CH:21]=1)C1C=CC=CC=1>C(O)C.C(O)(=O)C.[Pd]>[OH:39][C:32]1[C:33]2[NH:34][C:35](=[O:38])[S:36][C:37]=2[C:29]([C:27](=[O:28])[CH2:26][NH:8][CH2:9][CH2:10][CH2:11][CH2:12][CH2:13][CH2:14][O:15][CH2:16][CH2:17][CH2:18][CH2:19][C:20]2[CH:21]=[CH:22][CH:23]=[CH:24][CH:25]=2)=[CH:30][CH:31]=1. Procedure: A solution of 7-({benzyl[6-(4-phenylbutoxy)hexyl]amino}acetyl)-4-hydroxy-1,3-benzothiazol-2(3H)-one (100 mg) in dry ethanol (10 ml) and acetic acid (0.5 ml) was added to 10% Pd/C catalyst (40 mg) and stirred under hydrogen for 20 h. The catalyst was collected by filtration through celite and the filtrate evaporated in vacuo. The residue was purified on SCX and then silica SPE cartridge, eluting with a stepped gradient of 1-10% methanol-dichloromethane mixtures, to give the title compound (9 mg).... RXN SMILES: [CH2:12]([CH:13]=[CH2:14])[SH:15].[CH3:1][O:2][C:3]([CH2:4][CH2:5][CH2:6][Cl:7])=[O:8].[CH3:9][O-:10].[Na+:11].[OH2:16]>>[CH3:1][O:2][C:3]([CH2:4][CH2:5][CH2:6][S:15][CH2:12][CH:13]=[CH2:14])=[O:8]. Yields the product C=CCSCCCC(=O)OC. Starting materials: C=CCS, COC(=O)CCCCl, C[O-], [Na+], O. The reactants are NC1=CC=NC=C1 (4-aminopyridine), ClC1=C2C(=NC=C1)C=C(S2)C(=O)[O-].[Li+] (lithium 7-chloro-thieno[3,2-b]pyridine-2-carboxylate). Yields the product N1=CC=C(C=C1)NC(=O)C1=CC2=NC=CC(=C2S1)Cl (7-Chloro-thieno[3,2-b]pyridine-2-carboxylic acid pyridin-4-ylamide). Reaction SMILES: [NH2:1][C:2]1[CH:7]=[CH:6][N:5]=[CH:4][CH:3]=1.[Cl:8][C:9]1[CH:14]=[CH:13][N:12]=[C:11]2[CH:15]=[C:16]([C:18]([O-])=[O:19])[S:17][C:10]=12.[Li+]>>[N:5]1[CH:6]=[CH:7][C:2]([NH:1][C:18]([C:16]2[S:17][C:10]3[C:11](=[N:12][CH:13]=[CH:14][C:9]=3[Cl:8])[CH:15]=2)=[O:19])=[CH:3][CH:4]=1 |f:1.2|. Reported procedure: The title compound was prepared from 4-aminopyridine and lithium 7-chloro-thieno[3,2-b]pyridine-2-carboxylate by a procedure analogous to Example 1B. MS: 290/292 (MH+); HPLC Rf: 4.63 min.; HPLC purity: 99%.